This data is from the Open Reaction Database (ORD), a public repository of structured organic reaction records. The task is: describe an organic reaction: reactants, conditions, products, and yield Starting materials: 16.9, N(C1=CC=CC=C1)C1(CCN(CC1)CC1=CC=CC=C1)C(=O)OCC (ethyl 4-anilino-1-benzylisonipecotate), [H][H] (hydrogen). Reagents/catalysts: [Pd] (palladium-on-charcoal). Run in C(C)(=O)O (acetic acid). The product is N(C1=CC=CC=C1)C1(CCNCC1)C(=O)OCC (ethyl 4-anilinoisonipecotate). RXN SMILES: [NH:1]([C:8]1([C:21]([O:23][CH2:24][CH3:25])=[O:22])[CH2:13][CH2:12][N:11](CC2C=CC=CC=2)[CH2:10][CH2:9]1)[C:2]1[CH:7]=[CH:6][CH:5]=[CH:4][CH:3]=1.[H][H]>[Pd].C(O)(=O)C>[NH:1]([C:8]1([C:21]([O:23][CH2:24][CH3:25])=[O:22])[CH2:9][CH2:10][NH:11][CH2:12][CH2:13]1)[C:2]1[CH:3]=[CH:4][CH:5]=[CH:6][CH:7]=1. Procedure: A solution of 16.9 parts of ethyl 4-anilino-1-benzylisonipecotate in 150 parts of acetic acid is hydrogenated at normal pressure and at a temperature of 45° C. with 1.5 parts of palladium-on-charcoal 10%. After the calculated amount of hydrogen is taken up, the reaction mixture is allowed to cool to room temperature, the catalyst is filtered off and the filtrate is evaporated. The oily residue is taken up in water, alkalized with ammonium hydroxide and the product is extracted with chloroform. T...